Dataset: the Open Reaction Database (ORD), a public repository of structured organic reaction records. Task: describe an organic reaction: reactants, conditions, products, and yield Run in O (water), CCOCC (ether). RXN SMILES: [CH:1]([N-:4][CH:5](C)C)(C)[CH3:2].[Li+].C([Li])CCC.C(NC(C)C)(C)C.[Br:21][C:22]1[C:23](=O)[CH2:24][CH2:25][CH2:26][C:27]=1[O:28]C.Cl.[CH2:32]1[CH2:36][O:35][CH2:34][CH2:33]1>CCOCC.O>[Br:21][C:22]1[C:27](=[O:28])[CH2:26][CH2:25][CH2:24][C:23]=1[CH:33]1[CH2:32][CH2:36][CH2:2][CH2:1][N:4]([CH3:5])[C:34]1=[O:35] |f:0.1|. Starting materials: Cl (HCl), C(C)(C)[N-]C(C)C.[Li+] (Lithium diisopropylamide), 1-methyl-caprolactam, BrC=1C(CCCC1OC)=O (2-bromo-3-methoxycyclohexenone), C1CCOC1 (THF), C1CCOC1 (THF), C(CCC)[Li] (n-butyl lithium), C(C)(C)NC(C)C (diisopropylamine). Yields the product BrC1=C(CCCC1=O)C1C(N(CCCC1)C)=O (3-(2-Bromo-3-oxocyclohex-1-enyl)-hexahydro-1-methylazepin-2-one). Procedure: Lithium diisopropylamide was made from n-butyl lithium (1.55M in hexane, 12.9 ml) and diisopropylamine (2.8 ml) in THF (13 ml). The mixture was treated with 1-methyl-caprolactam (2.54 g) and then with 2-bromo-3-methoxycyclohexenone (4.1 g) in THF (15 ml). After 1 min. the reaction mixture was poured onto 5N HCl (8 ml) and cold water (100 ml). After 0.5 h ether was added and the organic phase separated, dried and evaporated. Recrystallisation of the residue from ethyl acetate gave the title compo... The reactants are BrC=1N=CC(=C2C1NC=C2C(C(=O)N2CCN(CC2)C2=NN=NN2C2=NC=CC=C2)=O)OC (1-(7-bromo-4-methoxy-1H-pyrrolo[2,3-c]pyridin-3-yl)-2-(4-(1-(pyridin-2-yl)-1H-tetrazol-5-yl)piperazin-1-yl)ethane-1,2-dione), C([O-])([O-])=O.[Cs+].[Cs+] (Cesium carbonate), N1=CN=CC(=C1)B(O)O (pyrimidin-5-ylboronic acid), ClCCl (dichloromethane). Run in O1CCOCC1 (Dioxane), CO (MeOH), O (Water). Run at temperature 115 celsius. The product is COC1=C2C(=C(N=C1)C=1C=NC=NC1)NC=C2C(C(=O)N2CCN(CC2)C2=NN=NN2C2=NC=CC=C2)=O (1-(4-methoxy-7-(pyrimidin-5-yl)-1H-pyrrolo[2,3-c]pyridin-3-yl)-2-(4-(1-(pyridin-2-yl)-1H-tetrazol-5-yl)piperazin-1-yl)ethane-1,2-dione). Yield: 33.8%. RXN SMILES: Br[C:2]1[N:3]=[CH:4][C:5]([O:32][CH3:33])=[C:6]2[C:10]([C:11](=[O:31])[C:12]([N:14]3[CH2:19][CH2:18][N:17]([C:20]4[N:24]([C:25]5[CH:30]=[CH:29][CH:28]=[CH:27][N:26]=5)[N:23]=[N:22][N:21]=4)[CH2:16][CH2:15]3)=[O:13])=[CH:9][NH:8][C:7]=12.[N:34]1[CH:39]=[C:38](B(O)O)[CH:37]=[N:36][CH:35]=1.ClCCl.C(=O)([O-])[O-].[Cs+].[Cs+]>O1CCOCC1.O.CO>[CH3:33][O:32][C:5]1[CH:4]=[N:3][C:2]([C:38]2[CH:39]=[N:34][CH:35]=[N:36][CH:37]=2)=[C:7]2[NH:8][CH:9]=[C:10]([C:11](=[O:31])[C:12]([N:14]3[CH2:19][CH2:18][N:17]([C:20]4[N:24]([C:25]5[CH:30]=[CH:29][CH:28]=[CH:27][N:26]=5)[N:23]=[N:22][N:21]=4)[CH2:16][CH2:15]3)=[O:13])[C:6]=12 |f:3.4.5|. Procedure: Compounds 1-(7-bromo-4-methoxy-1H-pyrrolo[2,3-c]pyridin-3-yl)-2-(4-(1-(pyridin-2-yl)-1H-tetrazol-5-yl)piperazin-1-yl)ethane-1,2-dione (100 mg, 0.195 mmol), pyrimidin-5-ylboronic acid (72.6 mg, 0.586 mmol), 1,1′-Bis(diphenylphosphino)ferrocene palladium (II) chloride complex with dichloromethane (16.06 mg, 0.020 mmol) and Cesium carbonate (127 mg, 0.390 mmol) were combined in Dioxane (2 mL) and Water (0.5 mL). The mixture was heated at 115° C. for 4 hours. After cooling to rt, the mixture was dil... The reactants are NC1=C(C=O)C=CC=C1 (aminobenzaldehyde), C(C)(=O)O (acetic acid), C1(CCCC1)=O (cyclopentanone). Run in O (water). Conditions: time 1 hour. Product: C1(CCCC1)NC1=CC(=C(C=O)C=C1)C (4-cyclopentylamino-2-methylbenzaldehyde). Isolated yield 80.0%. Reaction SMILES: [NH2:1][C:2]1[CH:9]=[CH:8][CH:7]=[CH:6][C:3]=1C=O.[C:10]([OH:13])(=O)[CH3:11].[C:14]1(=O)[CH2:18][CH2:17][CH2:16][CH2:15]1>O>[CH:14]1([NH:1][C:2]2[CH:3]=[CH:6][C:11]([CH:10]=[O:13])=[C:8]([CH3:7])[CH:9]=2)[CH2:18][CH2:17][CH2:16][CH2:15]1. Procedure details: In a 1-l flask, place 92.11 g (0.4 m) of the blocked aminobenzaldehyde, 250 ml of acetic acid and 67.3 g (0.8 m) of cyclopentanone. Heat the mixture to 40 C. Add 23.57 g (0.4 m) of borane-dimethylamine complex slowly keeping the temperature at 60 C. Stir the mixture at 60-65 C. for 1 hour, and cool to room temperature. Add 375 ml of water and stir for 15 minutes. Collect solids, wash with water, and deliquor as much as possible. In a 1-l flask, place the wet intermediate, 200 ml of methanol, and...